The task is: describe an organic reaction: reactants, conditions, products, and yield. This data is from the Open Reaction Database (ORD), a public repository of structured organic reaction records. Reactants: FC(C(C(F)(F)F)(O)C1=CC=C(C=C1)CN1CCN(CC1)C1=CC=C(C=C1)[N+](=O)[O-])(F)F (1,1,1,3,3,3-hexafluoro-2-(4-((4-(4-nitrophenyl)piperazin-1-yl)methyl)phenyl)propan-2-ol), Cl (hydrochloric acid). Reagents/catalysts: [Fe] (iron). Run in CC(C)O (2-propanol), CCOCC (ether). Yields the product NC1=CC=C(C=C1)N1CCN(CC1)CC1=CC=C(C=C1)C(C(F)(F)F)(C(F)(F)F)O (2-(4-((4-(4-Aminophenyl)piperazin-1-yl)methyl)phenyl)-1,1,1,3,3,3-hexafluoropropan-2-ol). Isolated yield 50.8%. RXN SMILES: [F:1][C:2]([F:32])([F:31])[C:3]([C:9]1[CH:14]=[CH:13][C:12]([CH2:15][N:16]2[CH2:21][CH2:20][N:19]([C:22]3[CH:27]=[CH:26][C:25]([N+:28]([O-])=O)=[CH:24][CH:23]=3)[CH2:18][CH2:17]2)=[CH:11][CH:10]=1)([OH:8])[C:4]([F:7])([F:6])[F:5].Cl>CC(O)C.CCOCC.[Fe]>[NH2:28][C:25]1[CH:24]=[CH:23][C:22]([N:19]2[CH2:18][CH2:17][N:16]([CH2:15][C:12]3[CH:11]=[CH:10][C:9]([C:3]([OH:8])([C:2]([F:32])([F:31])[F:1])[C:4]([F:5])([F:6])[F:7])=[CH:14][CH:13]=3)[CH2:21][CH2:20]2)=[CH:27][CH:26]=1. Procedure details: To a stirred mixture of 1,1,1,3,3,3-hexafluoro-2-(4-((4-(4-nitrophenyl)piperazin-1-yl)methyl)phenyl)propan-2-ol (17.26 mmol, 8 g) and iron (143 mmol, 8 g) in 2-propanol was added 2M hydrochloric acid. The reaction was refluxed for 3 hours. The reaction was filtered through celite washing with 2-propanol and concentrated under reduced pressure. Water and ethyl acetate was added. Solid potassium carbonate was added until the aqueous layer was basic. The organic phase was separated and the water la... Starting materials: C1(=CC=CC=C1)C=1OC=2C(N1)=C(C=CC2)C(=O)O (2-phenylbenzo[d]oxazole-4-carboxylic acid), C=1C=CC2=C(C1)N=NN2O (HOBt), [NH4+].[Cl-] (NH4Cl), CCN(C(C)C)C(C)C (DIPEA), CCN=C=NCCCN(C)C (EDCI). Run in O (water), CN(C)C=O (DMF). Reaction conditions: temperature 25 celsius, time 10 hour. The product is C1(=CC=CC=C1)C=1OC=2C(N1)=C(C=CC2)C(=O)N (2-phenylbenzo[d]oxazole-4-carboxamide). Reaction SMILES: [C:1]1([C:7]2[O:8][C:9]3[C:10](=[C:12]([C:16]([OH:18])=O)[CH:13]=[CH:14][CH:15]=3)[N:11]=2)[CH:6]=[CH:5][CH:4]=[CH:3][CH:2]=1.C1C=CC2N(O)N=[N:25]C=2C=1.[NH4+].[Cl-].CCN(C(C)C)C(C)C.CCN=C=NCCCN(C)C>CN(C=O)C.O>[C:1]1([C:7]2[O:8][C:9]3[C:10](=[C:12]([C:16]([NH2:25])=[O:18])[CH:13]=[CH:14][CH:15]=3)[N:11]=2)[CH:6]=[CH:5][CH:4]=[CH:3][CH:2]=1 |f:2.3|. Procedure details: To a solution of 2-phenylbenzo[d]oxazole-4-carboxylic acid in DMF (15 mL) was added HOBt (148 mg, 1.1 mmol), NH4Cl (54 mg, 1.0 mmol), DIPEA (387 mg, 3.0 mmol) and EDCI (211 mg, 1.1 mmol). The mixture was stirred at 25° C. for 10 hr. Then water (10 mL) was added and aqueous hydrochloric acid (1 N) to pH=3 and extracted with ethyl acetate (100 mL×4). The organic phase was washed with saturated sodium bicarbonate solution and brine, concentrated and dried in vacuum. The crude product was purified b... Starting materials: BrCC(=O)OCC1=C(C=C(C(=C1)OC)OC)[N+](=O)[O-] (4.5-dimethoxy-2-nitrobenzyl 2-bromoacetate), [Na+].[I-] (NaI). Solvent: CC(=O)C (acetone). Conditions: time 2 hour. The product is ICC(=O)OCC1=C(C=C(C(=C1)OC)OC)[N+](=O)[O-] (4.5-dimethoxy-2-nitrobenzyl 2-iodoacetate), compound E. RXN SMILES: Br[CH2:2][C:3]([O:5][CH2:6][C:7]1[CH:12]=[C:11]([O:13][CH3:14])[C:10]([O:15][CH3:16])=[CH:9][C:8]=1[N+:17]([O-:19])=[O:18])=[O:4].[Na+].[I-:21]>CC(C)=O>[I:21][CH2:2][C:3]([O:5][CH2:6][C:7]1[CH:12]=[C:11]([O:13][CH3:14])[C:10]([O:15][CH3:16])=[CH:9][C:8]=1[N+:17]([O-:19])=[O:18])=[O:4] |f:1.2|. Reported procedure: A 4.5-dimethoxy-2-nitrobenzyl 2-bromoacetate (100 mg, 0.3 mmol) was dissolved in acetone (2 ml) and NaI (50 mg, 0.33 mmol) was added. After stirring for two hours at room temperature, mixture was filtered, evaporated and purified by chromatography (Si-gel, CH2Cl2) to yield 4.5-dimethoxy-2-nitrobenzyl 2-iodoacetate (compound E (see FIG. 12c): P6—C1[X═I]) (97 mg, 85%). The reactants are COC1=CC(=C(C=C1)C1C(C(C2=CC=C(C=C12)OCCC)C1=CC2=C(C=C1)OCO2)C(=O)[O-])C2=CC=CC=C2 (3-(4-Methoxy-2-phenylphenyl)-1-(3,4-methylenedioxyphenyl)-5-(prop-1-yloxy)indane-2-carboxylate), [OH-].[Na+] (NaOH). Solvent: O1CCOCC1 (dioxane). Yields the product COC1=CC(=C(C=C1)C1C(C(C2=CC=C(C=C12)OCCC)C1=CC2=C(C=C1)OCO2)C(=O)O)C2=CC=CC=C2 (3-(4-Methoxy-2-phenylphenyl)-1-(3,4-methylenedioxyphenyl)-5-(prop-1-yloxy)indane-2-carboxylic acid). Isolated yield 57.4%. As a reaction SMILES: [CH3:1][O:2][C:3]1[CH:8]=[CH:7][C:6]([CH:9]2[C:17]3[C:12](=[CH:13][CH:14]=[C:15]([O:18][CH2:19][CH2:20][CH3:21])[CH:16]=3)[CH:11]([C:22]3[CH:27]=[CH:26][C:25]4[O:28][CH2:29][O:30][C:24]=4[CH:23]=3)[CH:10]2[C:31]([O-:33])=[O:32])=[C:5]([C:34]2[CH:39]=[CH:38][CH:37]=[CH:36][CH:35]=2)[CH:4]=1.[OH-].[Na+]>O1CCOCC1>[CH3:1][O:2][C:3]1[CH:8]=[CH:7][C:6]([CH:9]2[C:17]3[C:12](=[CH:13][CH:14]=[C:15]([O:18][CH2:19][CH2:20][CH3:21])[CH:16]=3)[CH:11]([C:22]3[CH:27]=[CH:26][C:25]4[O:28][CH2:29][O:30][C:24]=4[CH:23]=3)[CH:10]2[C:31]([OH:33])=[O:32])=[C:5]([C:34]2[CH:39]=[CH:38][CH:37]=[CH:36][CH:35]=2)[CH:4]=1 |f:1.2|. Reported procedure: To a solution of Methyl (1RS, 2RS, 3RS)-3-(4-Methoxy-2-phenylphenyl)-1-(3,4-methylenedioxyphenyl)-5-(prop-1-yloxy)indane-2-carboxylate (80 mg, 0.12 mmol) in dioxane (2 mL) was added 1M aqueous NaOH (0.3 mL, 0.3 mmol). The resulting mixture was heated to reflux for 48 h, then concentrated under reduced pressure. The residue was partitioned between dilute aqueous HCl and ethyl acetate. The ethyl acetate extract was washed with water and dried (MgSO4 anhydrous). The solvent was removed in vacuo and... Starting materials: O=C1C2CN(Cc3ccccc3)CC2C(=O)N1Cc1ccccc1, CC(Cl)OC(=O)Cl, ClCCl. Product: O=C1C2CNCC2C(=O)N1Cc1ccccc1. RXN SMILES: [CH2:8]([c:9]1[cH:10][cH:11][cH:12][cH:13][cH:14]1)[N:15]1[C:16](=[O:31])[CH:17]2[CH2:18][N:19]([CH2:24][c:25]3[cH:26][cH:27][cH:28][cH:29][cH:30]3)[CH2:20][CH:21]2[C:22]1=[O:23].[Cl:1][CH:2]([O:3][C:4]([Cl:5])=[O:6])[CH3:7].[Cl:32][CH2:33][Cl:34]>>[CH2:8]([c:9]1[cH:10][cH:11][cH:12][cH:13][cH:14]1)[N:15]1[C:16](=[O:31])[CH:17]2[CH2:18][NH:19][CH2:20][CH:21]2[C:22]1=[O:23].